The task is: describe an organic reaction: reactants, conditions, products, and yield. This data is from the Open Reaction Database (ORD), a public repository of structured organic reaction records. Starting materials: O (H2O), ClC=1C=C(C=CC1Cl)S (3,4-Dichlorobenzenethiol), BrCCCN1C(C2=CC=CC=C2C1=O)=O (2-(3-bromopropyl)isoindoline-1,3-dione), C(=O)([O-])[O-].[Cs+].[Cs+] (Cs2CO3). Solvent: CN(C)C=O (DMF). Reaction conditions: time 14 hour. The product is ClC=1C=C(C=CC1Cl)SCCCN1C(C2=CC=CC=C2C1=O)=O (2-(3-(3,4-dichlorophenylthio)propyl)isoindoline-1,3-dione). Yield: 74.4%. RXN SMILES: [Cl:1][C:2]1[CH:3]=[C:4]([SH:9])[CH:5]=[CH:6][C:7]=1[Cl:8].Br[CH2:11][CH2:12][CH2:13][N:14]1[C:22](=[O:23])[C:21]2[C:16](=[CH:17][CH:18]=[CH:19][CH:20]=2)[C:15]1=[O:24].C([O-])([O-])=O.[Cs+].[Cs+].O>CN(C=O)C>[Cl:1][C:2]1[CH:3]=[C:4]([S:9][CH2:11][CH2:12][CH2:13][N:14]2[C:22](=[O:23])[C:21]3[C:16](=[CH:17][CH:18]=[CH:19][CH:20]=3)[C:15]2=[O:24])[CH:5]=[CH:6][C:7]=1[Cl:8] |f:2.3.4|. Reported procedure: 3,4-Dichlorobenzenethiol (500 mg, 2.79 mmol) and 2-(3-bromopropyl)isoindoline-1,3-dione (823 mg, 3.07 mmol) were stirred in DMF (2 mL) at rt. Cs2CO3 (1.64 g, 5.03 mmol) was added. The reaction mixture was stirred at rt for 14 h. H2O was added and the aqueous phase was extracted with EtOAc. The organic layer was dried over MgSO4, filtered and concentrated to give crude product. It was then triturated with ether to yield a white precipitate which was filtered and dried to give Intermediate 7A (760... The reactants are C(C1=CC=CC=C1)OC(=O)NCCC(C(C(=O)OCC1=CC=CC=C1)N1C(CC1)=O)=O (Benzyl 5-benzyloxycarbonylamino-3-oxo-2-(2-oxoazetidin-1-yl)valerate), [BH4-].[Na+] (sodium borohydride). Solvent: O1CCCC1 (tetrahydrofuran). Run at time 1 hour. Yields the product C(C1=CC=CC=C1)OC(=O)NCCC(C(C(=O)OCC1=CC=CC=C1)N1C(CC1)=O)O (Benzyl 5-benzyloxycarbonylamino-3-hydroxy-2-(2-oxoazetidin-1-yl)valerate). As a reaction SMILES: [CH2:1]([O:8][C:9]([NH:11][CH2:12][CH2:13][C:14](=[O:31])[CH:15]([N:26]1[CH2:29][CH2:28][C:27]1=[O:30])[C:16]([O:18][CH2:19][C:20]1[CH:25]=[CH:24][CH:23]=[CH:22][CH:21]=1)=[O:17])=[O:10])[C:2]1[CH:7]=[CH:6][CH:5]=[CH:4][CH:3]=1.[BH4-].[Na+]>O1CCCC1>[CH2:1]([O:8][C:9]([NH:11][CH2:12][CH2:13][CH:14]([OH:31])[CH:15]([N:26]1[CH2:29][CH2:28][C:27]1=[O:30])[C:16]([O:18][CH2:19][C:20]1[CH:21]=[CH:22][CH:23]=[CH:24][CH:25]=1)=[O:17])=[O:10])[C:2]1[CH:3]=[CH:4][CH:5]=[CH:6][CH:7]=1 |f:1.2|. Reported procedure: Benzyl 5-benzyloxycarbonylamino-3-oxo-2-(2-oxoazetidin-1-yl)valerate (6.9 mg, 16 μmol) in tetrahydrofuran (1.5 ml) was treated with sodium borohydride (2.2 mg, 58 μmol). After one hour the reaction mixture was analysed by high pressure liquid chromatography using similar conditions to those described in Example 10. The reaction mixture contained the fast moving diastereoisomer of the title compound and slow moving diastereoisomer of the title compound in the ratio 55:45 respectively together wit... Reactants: CC(C)=O, COCCOc1cc(Cl)c(C=O)c(Cl)c1, [K+], O=[Mn](=O)(=O)[O-], O. Yields the product COCCOc1cc(Cl)c(C(=O)O)c(Cl)c1. As a reaction SMILES: [CH3:22][C:23](=[O:24])[CH3:25].[Cl:1][c:2]1[c:3]([CH:4]=[O:5])[c:6]([Cl:15])[cH:7][c:8]([O:10][CH2:11][CH2:12][O:13][CH3:14])[cH:9]1.[K+:21].[Mn:16](=[O:17])([O-:18])(=[O:19])=[O:20].[OH2:26]>>[Cl:1][c:2]1[c:3]([C:4](=[O:5])[OH:17])[c:6]([Cl:15])[cH:7][c:8]([O:10][CH2:11][CH2:12][O:13][CH3:14])[cH:9]1. Starting materials: FC(S(=O)(=O)OS(=O)(=O)C(F)(F)F)(F)F (Trifluoromethanesulfonic anhydride), OC(C(C)C)(C=1N=CN(C1)C(C1=CC=CC=C1)(C1=CC=CC=C1)C1=CC=CC=C1)C=1C=C2C=CC(=CC2=CC1)O (6-(1-hydroxy-2-methyl-1-(1-trityl-1H-imidazol-4-yl)propyl)-2-naphthol). The solvent is N1=CC=CC=C1 (pyridine), O (water). Run at temperature 0 celsius, time 1 hour. Yields the product FC(S(=O)(=O)OC1=CC2=CC=C(C=C2C=C1)C(C(C)C)(C=1N=CN(C1)C(C1=CC=CC=C1)(C1=CC=CC=C1)C1=CC=CC=C1)O)(F)F (6-[1-Hydroxy-2-methyl-1-(1-trityl-1H-imidazol-4-yl)propyl]-2-naphthyl Trifluoromethanesulfonate). RXN SMILES: [F:1][C:2]([F:15])([F:14])[S:3]([O:6]S(C(F)(F)F)(=O)=O)(=[O:5])=[O:4].[OH:16][C:17]([C:45]1[CH:46]=[C:47]2[C:52](=[CH:53][CH:54]=1)[CH:51]=[C:50](O)[CH:49]=[CH:48]2)([C:21]1[N:22]=[CH:23][N:24]([C:26]([C:39]2[CH:44]=[CH:43][CH:42]=[CH:41][CH:40]=2)([C:33]2[CH:38]=[CH:37][CH:36]=[CH:35][CH:34]=2)[C:27]2[CH:32]=[CH:31][CH:30]=[CH:29][CH:28]=2)[CH:25]=1)[CH:18]([CH3:20])[CH3:19]>N1C=CC=CC=1.O>[F:1][C:2]([F:15])([F:14])[S:3]([O:6][C:50]1[CH:49]=[CH:48][C:47]2[C:52](=[CH:53][CH:54]=[C:45]([C:17]([OH:16])([C:21]3[N:22]=[CH:23][N:24]([C:26]([C:39]4[CH:44]=[CH:43][CH:42]=[CH:41][CH:40]=4)([C:33]4[CH:34]=[CH:35][CH:36]=[CH:37][CH:38]=4)[C:27]4[CH:32]=[CH:31][CH:30]=[CH:29][CH:28]=4)[CH:25]=3)[CH:18]([CH3:19])[CH3:20])[CH:46]=2)[CH:51]=1)(=[O:5])=[O:4]. Reported procedure: Trifluoromethanesulfonic anhydride (9.1 mL) was added dropwise to a solution of 6-(1-hydroxy-2-methyl-1-(1-trityl-1H-imidazol-4-yl)propyl)-2-naphthol (27.0 g) in pyridine (200 mL) at 0° C. The reaction mixture was stirred for 1 h at 0° C., diluted with water and extracted with ethyl acetate. The organic layer was washed with brine, dried and concentrated. The residue was purified by silica gel column chromatography (eluent; hexane-ethyl acetate=1:1). Crystallization from diisopropyl ether gave t... Reactants: BrCCC1=CC=C(C=C1)[N+](=O)[O-] (1-(2-Bromo-ethyl)-4-nitro-benzene), CN1CCNCC1 (1-methyl-piperazine), C([O-])([O-])=O.[K+].[K+] (potassium carbonate). The solvent is CS(=O)C (DMSO). Conditions: temperature 100 celsius, time 2 hour. Product: CN1CCN(CC1)CCC1=CC=C(C=C1)[N+](=O)[O-] (1-methyl-4-[2-(4-nitro-phenyl)-ethyl]-piperazine). Yield: 87.4%. RXN SMILES: Br[CH2:2][CH2:3][C:4]1[CH:9]=[CH:8][C:7]([N+:10]([O-:12])=[O:11])=[CH:6][CH:5]=1.[CH3:13][N:14]1[CH2:19][CH2:18][NH:17][CH2:16][CH2:15]1.C(=O)([O-])[O-].[K+].[K+]>CS(C)=O>[CH3:13][N:14]1[CH2:19][CH2:18][N:17]([CH2:2][CH2:3][C:4]2[CH:9]=[CH:8][C:7]([N+:10]([O-:12])=[O:11])=[CH:6][CH:5]=2)[CH2:16][CH2:15]1 |f:2.3.4|. Reported procedure: 1-(2-Bromo-ethyl)-4-nitro-benzene (0.9 g, 3.9 mmol) was added to a mixture of 1-methyl-piperazine (520 μL, 4.7 mmol) and potassium carbonate (1 g, 4.7 mmol) in 5 mL of DMSO. The mixture was stirred at 100° C. for 2 hour. After cooling to room temperature, the mixture was extracted into ethyl acetate (EtOAc), washed with water, brine and then dried with sodium sulfate (Na2SO4). Removal of the solvent and chromatography on silica, eluting with EtOAc/CH3OH/NH4OH (10:1:0.1, v/v), gave 850 mg of 1-me... The reactants are Fc1ccc(S)c(Br)c1, [Li]C(C)(C)C, CC(C)(C)OC(=O)N1CCC(=O)CC1, [Li]C, CCOC(C)=O, C1CCOC1, O. Yields the product CC(C)(C)OC(=O)N1CCC(O)(c2cc(F)ccc2S)CC1. As a reaction SMILES: [Br:1][c:2]1[c:3]([SH:9])[cH:4][cH:5][c:6]([F:8])[cH:7]1.[C:12]([Li:13])([CH3:14])([CH3:15])[CH3:16].[C:17]([CH3:18])([CH3:19])([CH3:20])[O:21][C:22](=[O:23])[N:24]1[CH2:25][CH2:26][C:27](=[O:30])[CH2:28][CH2:29]1.[CH3:10][Li:11].[CH3:36][CH2:37][O:38][C:39](=[O:40])[CH3:41].[O:31]1[CH2:32][CH2:33][CH2:34][CH2:35]1.[OH2:42]>>[c:2]1([C:27]2([OH:30])[CH2:26][CH2:25][N:24]([C:22]([O:21][C:17]([CH3:18])([CH3:19])[CH3:20])=[O:23])[CH2:29][CH2:28]2)[c:3]([SH:9])[cH:4][cH:5][c:6]([F:8])[cH:7]1. Starting materials: N1(CCCC1)C1CCN(CC1)C=1N=C(C2=C(N1)C(=NC=N2)N(C)CC2=CC=CC=C2)N2CCOCC2 (2-(4-pyrrolidino-piperidin-1-yl)-8-(N-benzyl-N-methyl-amino)-4-morpholino-pyrimido [5,4-d]pyrimidine), ClC=1N=C(C2=C(N1)C(=NC=N2)N(C)CC2=CC=CC=C2)N2CCOCC2 (2-chloro-8-(N-benzyl-N-methyl-amino)-4-morpholino-pyrimido[5,4-d]pyrimidine). The product is N1(CCCC1)C1CCNCC1 (4-pyrrolidino-piperidine). Yield: 57.0%. As a reaction SMILES: [N:1]1([CH:6]2[CH2:11][CH2:10][N:9](C3N=C(N4CCOCC4)C4N=CN=C(N(CC5C=CC=CC=5)C)C=4N=3)[CH2:8][CH2:7]2)[CH2:5][CH2:4][CH2:3][CH2:2]1.ClC1N=C(N2CCOCC2)C2N=CN=C(N(CC3C=CC=CC=3)C)C=2N=1>>[N:1]1([CH:6]2[CH2:11][CH2:10][NH:9][CH2:8][CH2:7]2)[CH2:5][CH2:4][CH2:3][CH2:2]1. Procedure: 2-(4-pyrrolidino-piperidin-1-yl)-8-(N-benzyl-N-methyl-amino)-4-morpholino-pyrimido [5,4-d]pyrimidine From 2-chloro-8-(N-benzyl-N-methyl-amino)-4-morpholino-pyrimido[5,4-d]pyrimidine and 4-pyrrolidino-piperidine Yield: 57% of theory, Melting point: 131°-134° C. C27H36N8O (488.64) The reactants are CCCN(CCC)CCCCCCO, OO, [Pt]. Yields the product CCC[N+]([O-])(CCC)CCCCCCO. RXN SMILES: [CH2:1]([CH2:2][CH3:3])[N:4]([CH2:5][CH2:6][CH2:7][CH2:8][CH2:9][CH2:10][OH:11])[CH2:12][CH2:13][CH3:14].[OH:15][OH:16].[Pt:17]>>[CH2:1]([CH2:2][CH3:3])[N+:4]([CH2:5][CH2:6][CH2:7][CH2:8][CH2:9][CH2:10][OH:11])([CH2:12][CH2:13][CH3:14])[O-:15]. Starting materials: ClC=1C(=NC=C(C(=O)Cl)C1)Cl (5,6-dichloronicotinic acid chloride), CN (methylamine). Solvent: C(Cl)(Cl)Cl (chloroform), C(C)O (ethanol). The product is ClC1=NC=C(C=C1Cl)C(=O)NC (2,3-Dichloro-5-methylaminocarbonyl-pyridine). As a reaction SMILES: [Cl:1][C:2]1[C:3]([Cl:11])=[N:4][CH:5]=[C:6]([CH:10]=1)[C:7](Cl)=[O:8].[CH3:12][NH2:13]>C(Cl)(Cl)Cl.C(O)C>[Cl:11][C:3]1[C:2]([Cl:1])=[CH:10][C:6]([C:7]([NH:13][CH3:12])=[O:8])=[CH:5][N:4]=1. Procedure: A solution of 30 g of crude 5,6-dichloronicotinic acid chloride in 150 ml of chloroform is added dropwise to a solution of 50 g of methylamine in 250 ml of ethanol whilst stirring and cooling at 10°-15° C. The reaction mixture is stirred for a further 2 hours at 20°-30° C. and is then evaporated in vacuo. The evaporation residue is taken up in ethyl acetate and this solution is washed with 2 N sodium carbonate solution, dried over magnesium sulphate and evaporated. The residue is recrystallised ... Starting materials: CCOC(=O)CCCOc1c(SC)cccc1C(=O)OCC, CCO, CN(C)C=O, [Na+], [OH-]. Yields the product CCOC(=O)C1CCOc2c(SC)cccc2C1=O. RXN SMILES: [CH3:1][S:2][c:3]1[c:4]([O:14][CH2:15][CH2:16][CH2:17][C:18](=[O:19])[O:20][CH2:21][CH3:22])[c:5]([C:6]([O:8][CH2:7][CH3:9])=[O:10])[cH:11][cH:12][cH:13]1.[CH3:25][CH2:26][OH:27].[CH3:28][N:29]([CH3:30])[CH:31]=[O:32].[Na+:24].[OH-:23]>>[CH3:1][S:2][c:3]1[c:4]2[c:5]([cH:11][cH:12][cH:13]1)[C:6](=[O:8])[CH:17]([C:18](=[O:19])[O:20][CH2:21][CH3:22])[CH2:16][CH2:15][O:14]2.